This data is from the Open Reaction Database (ORD), a public repository of structured organic reaction records. The task is: describe an organic reaction: reactants, conditions, products, and yield Starting materials: COC(=O)C(O)=CC(=O)N(C)Cc1ccc(F)cc1, NCCc1ccc(F)cc1, CN1CC(C(=O)N(C)Cc2ccc(F)cc2)=C(O)C1=O. Product: CN(Cc1ccc(F)cc1)C(=O)C1=C(O)C(=O)N(CCc2ccc(F)cc2)C1. As a reaction SMILES: [CH3:1][O:2][C:3](=[O:4])[C:5]([OH:6])=[CH:7][C:8](=[O:9])[N:10]([CH2:11][c:12]1[cH:13][cH:14][c:15]([F:16])[cH:17][cH:18]1)[CH3:19].[F:20][c:21]1[cH:22][cH:23][c:24]([CH2:27][CH2:28][NH2:29])[cH:25][cH:26]1.[F:30][c:31]1[cH:32][cH:33][c:34]([CH2:35][N:36]([C:37](=[O:38])[C:39]2=[C:43]([OH:44])[C:42](=[O:45])[N:41]([CH3:46])[CH2:40]2)[CH3:47])[cH:48][cH:49]1>>[F:20][c:21]1[cH:22][cH:23][c:24]([CH2:27][CH2:28][N:29]2[CH2:40][C:39]([C:37]([N:36]([CH2:35][c:34]3[cH:33][cH:32][c:31]([F:30])[cH:49][cH:48]3)[CH3:47])=[O:38])=[C:43]([OH:44])[C:42]2=[O:45])[cH:25][cH:26]1. RXN SMILES: [F:1][C:2]1([F:10])[CH2:7][CH2:6][CH:5]([CH:8]=O)[CH2:4][CH2:3]1.O1CCCC1.[NH:16]1[CH2:21][CH2:20][CH:19]([NH:22][C:23](=[O:29])[O:24][C:25]([CH3:28])([CH3:27])[CH3:26])[CH2:18][CH2:17]1.C(O[BH-](OC(=O)C)OC(=O)C)(=O)C.[Na+]>[Cl-].[Na+].O>[F:1][C:2]1([F:10])[CH2:7][CH2:6][CH:5]([CH2:8][N:16]2[CH2:17][CH2:18][CH:19]([NH:22][C:23](=[O:29])[O:24][C:25]([CH3:27])([CH3:26])[CH3:28])[CH2:20][CH2:21]2)[CH2:4][CH2:3]1 |f:3.4,5.6.7|. Reactants: crude product, FC1(CCC(CC1)C=O)F (4,4-difluorocyclohexane-1-carbaldehyde), O1CCCC1 (tetrahydrofuran), N1CCC(CC1)NC(OC(C)(C)C)=O (tert-butyl N-(piperidin-4-yl)carbamate), C(C)(=O)O[BH-](OC(C)=O)OC(C)=O.[Na+] (Sodium triacetoxyborohydride). Reported procedure: A mixture of the crude product of 4,4-difluorocyclohexane-1-carbaldehyde obtained in Example 2b (1.4 g) and tetrahydrofuran (100 ml) was cooled to 0° C., tert-butyl N-(piperidin-4-yl)carbamate (2.27 g, 11.3 mmol) was added thereto, followed by stirring for 20 minutes. Sodium triacetoxyborohydride (2.2 g, 10.4 mmol) was then added to the reaction mixture, which was stirred at mom temperature for eight hours. Brine was added to the reaction mixture, which was extracted with ethyl acetate. The orga... The product is FC1(CCC(CC1)CN1CCC(CC1)NC(OC(C)(C)C)=O)F (tert-Butyl N-{1-[(4,4-difluorocyclohexyl)methyl]piperidin-4-yl}carbamate). The yield is 20.7%. The solvent is [Cl-].[Na+].O (Brine). Reaction conditions: temperature 0 celsius, time 20 minute. Reactants: C(C(C)(C)C)(=O)OC[C@H](C=1C(=C2C=CC(=NC2=CC1C)OS(=O)(=O)C(F)(F)F)C1=CC=C(C=C1)Cl)OC(C)(C)C ((S)-2-tert-butoxy-2-(5-(4-chlorophenyl)-7-methyl-2-(trifluoromethylsulfonyloxy)quinolin-6-yl)ethyl pivalate), C(C(C)(C)C)(=O)OC[C@H](C=1C(=C2C=CC(=NC2=CC1C)OS(=O)(=O)C(F)(F)F)C1=CC=C(C=C1)Cl)OC(C)(C)C ((S)-2-tert-butoxy-2-(5-(4-chlorophenyl)-7-methyl-2-(trifluoromethylsulfonyloxy)quinolin-6-yl)ethyl pivalate), C(CCC)[Sn](C1=NC=CC=C1)(CCCC)CCCC (2-(tributylstannyl)pyridine). The reagents and catalysts are C=1C=CC(=CC1)[P](C=2C=CC=CC2)(C=3C=CC=CC3)[Pd]([P](C=4C=CC=CC4)(C=5C=CC=CC5)C=6C=CC=CC6)([P](C=7C=CC=CC7)(C=8C=CC=CC8)C=9C=CC=CC9)[P](C=1C=CC=CC1)(C=1C=CC=CC1)C=1C=CC=CC1 (Pd(PPh3)4). The solvent is COCCOC (1,2 dimethoxyethane). Conditions: temperature 110 celsius. The product is C(C(C)(C)C)(=O)OC[C@H](C=1C(=C2C=CC(=NC2=CC1C)C1=NC=CC=C1)C1=CC=C(C=C1)Cl)OC(C)(C)C ((S)-2-tert-butoxy-2-(5-(4-chlorophenyl)-7-methyl-2-(pyridin-2-yl)quinolin-6-yl)ethyl pivalate). Yield: 106.4%. Reaction SMILES: [C:1]([O:7][CH2:8][C@@H:9]([O:36][C:37]([CH3:40])([CH3:39])[CH3:38])[C:10]1[C:11]([C:29]2[CH:34]=[CH:33][C:32]([Cl:35])=[CH:31][CH:30]=2)=[C:12]2[C:17](=[CH:18][C:19]=1[CH3:20])[N:16]=[C:15](OS(C(F)(F)F)(=O)=O)[CH:14]=[CH:13]2)(=[O:6])[C:2]([CH3:5])([CH3:4])[CH3:3].C([Sn](CCCC)(CCCC)[C:46]1[CH:51]=[CH:50][CH:49]=[CH:48][N:47]=1)CCC>COCCOC.C1C=CC([P]([Pd]([P](C2C=CC=CC=2)(C2C=CC=CC=2)C2C=CC=CC=2)([P](C2C=CC=CC=2)(C2C=CC=CC=2)C2C=CC=CC=2)[P](C2C=CC=CC=2)(C2C=CC=CC=2)C2C=CC=CC=2)(C2C=CC=CC=2)C2C=CC=CC=2)=CC=1>[C:1]([O:7][CH2:8][C@@H:9]([O:36][C:37]([CH3:39])([CH3:40])[CH3:38])[C:10]1[C:11]([C:29]2[CH:34]=[CH:33][C:32]([Cl:35])=[CH:31][CH:30]=2)=[C:12]2[C:17](=[CH:18][C:19]=1[CH3:20])[N:16]=[C:15]([C:46]1[CH:51]=[CH:50][CH:49]=[CH:48][N:47]=1)[CH:14]=[CH:13]2)(=[O:6])[C:2]([CH3:4])([CH3:3])[CH3:5] |^1:69,71,90,109|. Reported procedure: To a solution of (S)-2-tert-butoxy-2-(5-(4-chlorophenyl)-7-methyl-2-(trifluoromethylsulfonyloxy)quinolin-6-yl)ethyl pivalate (compound of Example 26; 50 mg, 0.08 mmol) in 1,2 dimethoxyethane (1 mL) was added 2-(tributylstannyl)pyridine (0.040 mL, 0.125 mmol) and Pd(PPh3)4 and the reaction mixture was degassed with argon for 5 minutes. The reaction was heated to 110° C. in a microwave reactor for 20 minutes. The crude reaction mixture was absorbed onto silica gel and purified by flash column chro... The reactants are OC1=CC=C(C(=O)OCC)C=C1 (Ethyl 4-hydroxybenzoate), C12(CC3CC(CC(C1)C3)C2)CCO (1-adamantaneethanol), C1(=CC=CC=C1)P(C1=CC=CC=C1)C1=CC=CC=C1 (triphenylphospine), N(=NC(=O)OC(C)(C)C)C(=O)OC(C)(C)C (di-tert-butyl azodicarboxylate). The solvent is O1CCCC1 (tetrahydrofuran). Reaction conditions: time 8 hour. Product: C(C)OC(C1=CC=C(C=C1)OCCC12CC3CC(CC(C1)C3)C2)=O (4-(2-adamantan-1-yl-ethoxy)-benzoic acid ethyl ester). RXN SMILES: [OH:1][C:2]1[CH:12]=[CH:11][C:5]([C:6]([O:8][CH2:9][CH3:10])=[O:7])=[CH:4][CH:3]=1.[C:13]12([CH2:23][CH2:24]O)[CH2:22][CH:17]3[CH2:18][CH:19]([CH2:21][CH:15]([CH2:16]3)[CH2:14]1)[CH2:20]2.C1(P(C2C=CC=CC=2)C2C=CC=CC=2)C=CC=CC=1.N(C(OC(C)(C)C)=O)=NC(OC(C)(C)C)=O>O1CCCC1>[CH2:9]([O:8][C:6](=[O:7])[C:5]1[CH:4]=[CH:3][C:2]([O:1][CH2:24][CH2:23][C:13]23[CH2:22][CH:17]4[CH2:18][CH:19]([CH2:21][CH:15]([CH2:16]4)[CH2:14]2)[CH2:20]3)=[CH:12][CH:11]=1)[CH3:10]. Reported procedure: Ethyl 4-hydroxybenzoate (83 mg) and 1-adamantaneethanol (90 mg) were combined in tetrahydrofuran (2 mL). Polymer-supported triphenylphospine (250 mg of 3 mmol/g) and di-tert-butyl azodicarboxylate (173 mg) were added. The reaction was stirred at room temperature overnight. The resin was removed by filtration through celite. The filtrate was concentrated under vacuum, and the residue was triturated with 95/5 hexanes/ether to afford the title compound. The reactants are CC1CCCCC12NC1(C(CCCC1)C)CNC2 (1,9-dimethyl-7,15-diazadispiro[5,1,5,3]hexadecane), C1CCCCC12NC1(CCCCC1)C(NC2=O)=O (7,15-diazadispiro[5,1,5,3]hexadecane-14,16-dione), CC1CCCCC12NC1(C(CCCC1)C)C(NC2=O)=O (1,9-dimethyl-7,15-diazadispiro[5,1,5,3]hexadecane-14,16-dione). The product is C1CCCCC12NC1(CCCCC1)CNC2 (7,15-diazadispiro[5,1,5,3]hexadecane). As a reaction SMILES: C[CH:2]1[C:7]2([CH2:18][NH:17][CH2:16][C:9]3([CH2:14][CH2:13][CH2:12][CH2:11][CH:10]3C)[NH:8]2)[CH2:6][CH2:5][CH2:4][CH2:3]1.C1C2(C(=O)NC(=O)C3(CCCCC3)N2)CCCC1.CC1C2(C(=O)NC(=O)C3(CCCCC3C)N2)CCCC1>>[CH2:2]1[C:7]2([CH2:18][NH:17][CH2:16][C:9]3([CH2:14][CH2:13][CH2:12][CH2:11][CH2:10]3)[NH:8]2)[CH2:6][CH2:5][CH2:4][CH2:3]1. Procedure: In a similar manner, 1,9-dimethyl-7,15-diazadispiro[5,1,5,3]hexadecane is prepared by substituting for 7,15-diazadispiro[5,1,5,3]hexadecane-14,16-dione an equivalent amount of 1,9-dimethyl-7,15-diazadispiro[5,1,5,3]hexadecane-14,16-dione.